This data is from the Open Reaction Database (ORD), a public repository of structured organic reaction records. The task is: describe an organic reaction: reactants, conditions, products, and yield Starting materials: Cl (HCl), C1(CCCCC1)[Mg]Br (Cyclohexylmagnesium bromide), solution, CC1=NC2=C(C(O1)=O)C=CC=C2 (2-methyl-4H-3,1-benzoxazin-4-one). Solvent: CCOCC (ether), CCOCC (ether), CCOCC (ether). Run at temperature -10 celsius, time 2 hour. Product: C(C)(=O)NC1=C(C=CC=C1)C(=O)C1CCCCC1 ((2-acetamidophenyl) cyclohexyl methanone). Isolated yield 24.0%. As a reaction SMILES: [CH:1]1([Mg]Br)[CH2:6][CH2:5][CH2:4][CH2:3][CH2:2]1.[CH3:9][C:10]1[O:15][C:14](=[O:16])[C:13]2[CH:17]=[CH:18][CH:19]=[CH:20][C:12]=2[N:11]=1.Cl>CCOCC>[C:10]([NH:11][C:12]1[CH:20]=[CH:19][CH:18]=[CH:17][C:13]=1[C:14]([CH:1]1[CH2:6][CH2:5][CH2:4][CH2:3][CH2:2]1)=[O:16])(=[O:15])[CH3:9]. Procedure: Cyclohexylmagnesium bromide (240 ml of a 2M solution in ether, 0.48 mol) in ether (200 ml) was added dropwise to a solution of 2-methyl-4H-3,1-benzoxazin-4-one (100 g, 0.62 mol) in ether (1100ml) at -10° C. over 2 h. The mixture was stirred at this temperature for 2 h, then at ambient temperature for 30 min. After cooling to -10° C. the suspension was treated with 2M HCl (600 ml), keeping the temperature below 0° C. After stirring for 15 min the layers were separated, and the ethereal layer wash... Reactants: Cl (hydrochloric acid), S(O)(O)(=O)=O (sulfuric acid), [O-2].[Al+3].[O-2].[O-2].[Al+3] (aluminum oxide), Al2O3. The solvent is O (water). Yields the product S(=O)(=O)([O-])Cl.[Al+3].S(=O)(=O)([O-])Cl.S(=O)(=O)([O-])Cl (aluminum chlorosulfate). As a reaction SMILES: [ClH:1].[S:2](=[O:6])(=O)([OH:4])[OH:3].[O-2].[Al+3:8].[O-2].[O-2].[Al+3]>O>[S:2]([Cl:1])([O-:4])(=[O:6])=[O:3].[Al+3:8].[S:2]([Cl:1])([O-:4])(=[O:6])=[O:3].[S:2]([Cl:1])([O-:4])(=[O:6])=[O:3] |f:2.3.4.5.6,8.9.10.11|. Procedure: 15,903 kg of 31.5% hydrochloric acid, 1,352 kg of water and 1,761 kg of 93.5% sulfuric acid are added to a 10,000 gallon (37,850 liter) brick-lined, rubber coated steel reactor equipped with an agitator and fume scrubber. While the solution is being agitated, 9,869 kg of aluminum oxide wet filtercake (59% Al2O3) is added such that a slurry is maintained. The mixture is recycled through a heat exchanger to raise it temperature to 60 degrees centigrade. Although the application of external heat is... Starting materials: CC(=O)[O-], CCn1nc2c(N)nc3ccccc3c2c1CCCCCl, [I-], [K+], [Na+], CN(C)C=O, O. Yields the product CCn1nc2c(N)nc3ccccc3c2c1CCCCOC(C)=O. RXN SMILES: [CH3:23][C:24]([O-:25])=[O:26].[Cl:1][CH2:2][CH2:3][CH2:4][CH2:5][c:6]1[n:7]([CH2:20][CH3:21])[n:8][c:9]2[c:10]([NH2:19])[n:11][c:12]3[cH:13][cH:14][cH:15][cH:16][c:17]3[c:18]12.[I-:28].[K+:22].[Na+:27].[O:29]=[CH:30][N:31]([CH3:32])[CH3:33].[OH2:34]>>[CH2:2]([CH2:3][CH2:4][CH2:5][c:6]1[n:7]([CH2:20][CH3:21])[n:8][c:9]2[c:10]([NH2:19])[n:11][c:12]3[cH:13][cH:14][cH:15][cH:16][c:17]3[c:18]12)[O:26][C:24]([CH3:23])=[O:25]. The reactants are CC(C)(OC(COC1=CC=C(C=C1)CC(C(=O)OC)C)=O)C (4-[[2-(1,1-dimethylethoxy)-2-oxoethyl]oxy]-alpha-methyl-benzenepropanoic acid, methyl ester), [C-]#N.[Na+] (sodium cyanide). The solvent is CN(P(=O)(N(C)C)N(C)C)C (hexamethylphosphoramide), [Cl-].[NH4+] (ammonium chloride). Reaction conditions: temperature 70 celsius. The product is CC(C)(OC(COC1=CC=C(C=C1)CC(C(=O)O)C)=O)C (4-[[2-(1,1-Dimethylethoxy)-2-oxoethyl]oxy]-alpha-methyl-benzenepropanoic acid). The yield is 11.4%. As a reaction SMILES: [CH3:1][C:2]([CH3:22])([O:4][C:5](=[O:21])[CH2:6][O:7][C:8]1[CH:13]=[CH:12][C:11]([CH2:14][CH:15]([CH3:20])[C:16]([O:18]C)=[O:17])=[CH:10][CH:9]=1)[CH3:3].[C-]#N.[Na+]>CN(C)P(N(C)C)(N(C)C)=O.[Cl-].[NH4+]>[CH3:22][C:2]([CH3:3])([O:4][C:5](=[O:21])[CH2:6][O:7][C:8]1[CH:13]=[CH:12][C:11]([CH2:14][CH:15]([CH3:20])[C:16]([OH:18])=[O:17])=[CH:10][CH:9]=1)[CH3:1] |f:1.2,4.5|. Procedure details: Dissolve 4-[[2-(1,1-dimethylethoxy)-2-oxoethyl]oxy]-alpha-methyl-benzenepropanoic acid, methyl ester (10 g, 32.4 mmol) in anhydrous hexamethylphosphoramide (160 mL) and treat with sodium cyanide (1.59 g, 32.4 mmol). Heat at 70° C. for 48 hours, cool and dilute with saturated ammonium chloride (300 mL). Extract with ethyl ether (400 mL), wash with water (2×300 mL), then brine (300 mL) and dry (MgSO4). Evaporate the solvent in vacuo and purify by flash chromatography (5→10% methanol/chloroform) to... Product: COC(CCCNC(NOCC1=CC=CC=C1)=O)OC (3-(4,4-dimethoxy-butyl)-1-(benzyloxy)-urea). Reactants: CCN(C(C)C)C(C)C (DIPEA), Cl.C(C1=CC=CC=C1)ON (benzyloxyamine hydrochloride), COC(CCCN)OC (4-aminobutyraldehyde dimethyl acetal), C(=O)(N1C=NC=C1)N1C=NC=C1 (1,1′-carbonyldiimidazole), resultant mixture. Reaction SMILES: [CH3:1][O:2][CH:3]([O:8][CH3:9])[CH2:4][CH2:5][CH2:6][NH2:7].[C:10]([N:17]1C=CN=C1)(N1C=CN=C1)=[O:11].CCN(C(C)C)C(C)C.Cl.[CH2:32]([O:39]N)[C:33]1[CH:38]=[CH:37][CH:36]=[CH:35][CH:34]=1>C1COCC1>[CH3:1][O:2][CH:3]([O:8][CH3:9])[CH2:4][CH2:5][CH2:6][NH:7][C:10](=[O:11])[NH:17][O:39][CH2:32][C:33]1[CH:38]=[CH:37][CH:36]=[CH:35][CH:34]=1 |f:3.4|. Reaction conditions: temperature 60 celsius. Isolated yield 74.1%. Run in C1CCOC1 (THF). Procedure: To a solution of 4-aminobutyraldehyde dimethyl acetal (2.73 g, 20.5 mmol) in THF (50 mL) was added 1,1′-carbonyldiimidazole (3.39 g, 20.9 mmol) and the resultant mixture was stirred at room temperature for 45 minutes. The mixture was concentrated under reduced pressure and the residue was dissolved in DMF (50 mL) and treated with DIPEA (18 mL, 103 mmol) and benzyloxyamine hydrochloride (10.2 g, 64.0 mmol). The mixture was heated at 60° C. overnight then concentrated under reduced pressure. The r... Reactants: S(=O)(Cl)Cl (thionyl chloride), COC1=C(C(=NC=C1C)CO)C (4-methoxy-3,5-dimethyl-2-pyridylmethanol), CCOCC (ether). The solvent is C(Cl)Cl (methylene chloride), C(Cl)Cl (methylene chloride). Run at time 2 hour. Product: Cl.ClCC1=NC=C(C(=C1C)OC)C (2-(chloromethyl)-4-methoxy-3,5-dimethylpyridine hydrochloride). RXN SMILES: [CH3:1][O:2][C:3]1[C:8]([CH3:9])=[CH:7][N:6]=[C:5]([CH2:10]O)[C:4]=1[CH3:12].S(Cl)([Cl:15])=O.CCOCC>C(Cl)Cl>[ClH:15].[Cl:15][CH2:10][C:5]1[C:4]([CH3:12])=[C:3]([O:2][CH3:1])[C:8]([CH3:9])=[CH:7][N:6]=1 |f:4.5|. Reported procedure: 75.8 g of 4-methoxy-3,5-dimethyl-2-pyridylmethanol dissolved in 200 ml of methylene chloride are added dropwise at 0° to 38 ml of thionyl chloride in 400 ml of methylene chloride. After stirring at room temperature for 16 hours 1800 ml of ether are added dropwise thereto while cooling and the mixture is stirred further at room temperature for 2 hours. The precipitated crystals are filtered off under suction and washed with ether. There is obtained 2-(chloromethyl)-4-methoxy-3,5-dimethylpyridine ... Reactants: OC1=C(C=C(C2=CC=CC=C12)CC=1C=NC(=CC1)N1N=CC=C1)C(=O)N[C@@H]1[C@H](CCCC1)O (1-hydroxy-N-[(1S,2S)-2-hydroxycyclohexyl]-4-{[6-(1H-pyrazol-1-yl)pyridine-3-yl]methyl}-2-naphthamide), C([O-])([O-])=O.[K+].[K+] (potassium carbonate), IC (iodomethane). Solvent: CN(C)C=O (DMF), C(C)(=O)OCC (ethyl acetate). Conditions: time 24 hour. Product: O[C@@H]1[C@H](CCCC1)NC(=O)C1=C(C2=CC=CC=C2C(=C1)CC=1C=NC(=CC1)N1N=CC=C1)OC (N-[(1S,2S)-2-Hydroxycyclohexyl]-1-methoxy-4-{[6-(1H-pyrazol-1-yl)pyridine-3-yl]methyl}-2-naphthamide). Reaction SMILES: [OH:1][C:2]1[C:11]2[C:6](=[CH:7][CH:8]=[CH:9][CH:10]=2)[C:5]([CH2:12][C:13]2[CH:14]=[N:15][C:16]([N:19]3[CH:23]=[CH:22][CH:21]=[N:20]3)=[CH:17][CH:18]=2)=[CH:4][C:3]=1[C:24]([NH:26][C@H:27]1[CH2:32][CH2:31][CH2:30][CH2:29][C@@H:28]1[OH:33])=[O:25].[C:34](=O)([O-])[O-].[K+].[K+].IC>CN(C=O)C.C(OCC)(=O)C>[OH:33][C@H:28]1[CH2:29][CH2:30][CH2:31][CH2:32][C@@H:27]1[NH:26][C:24]([C:3]1[CH:4]=[C:5]([CH2:12][C:13]2[CH:14]=[N:15][C:16]([N:19]3[CH:23]=[CH:22][CH:21]=[N:20]3)=[CH:17][CH:18]=2)[C:6]2[C:11](=[CH:10][CH:9]=[CH:8][CH:7]=2)[C:2]=1[O:1][CH3:34])=[O:25] |f:1.2.3|. Procedure: To a solution of 1-hydroxy-N-[(1S,2S)-2-hydroxycyclohexyl]-4-{[6-(1H-pyrazol-1-yl)pyridine-3-yl]methyl}-2-naphthamide (Example 6, 0.120 g, 0.271 mmol) in 4 mL of DMF was added potassium carbonate (0.041 g, 0.30 mmol) and iodomethane (0.042 g, 0.30 mmol). After 24 hours, the reaction was diluted with ethyl acetate, washed with water, dried over sodium sulfate, filtered, and concentrated in vacuo. The residue was purified via silica gel chromatography, eluting with 0-10% methanol in dichloromethan... Starting materials: C(C)(C)(C)OC(=O)N1CCC(C2=CC=C(C=C12)C(C=C(Br)Br)CCCCC)(C)C (7-(3,3-dibromo-1-pentyl-allyl)-4,4-dimethyl-3,4-dihydro-2H-quinoline-1-carboxylic acid tert-butyl ester), C(CCC)[Li] (butyllithium). The solvent is C1CCOC1 (THF). Reaction conditions: temperature -78 celsius, time 1 hour. Product: C(C)(C)(C)OC(=O)N1CCC(C2=CC=C(C=C12)C(C#C)CCCCC)(C)C (4,4-dimethyl-7-(1-pentyl-prop-2-ynyl)-3,4-dihydro-2H-quinoline-1-carboxylic acid tert-butyl ester). The yield is 88.4%. RXN SMILES: [C:1]([O:5][C:6]([N:8]1[C:17]2[C:12](=[CH:13][CH:14]=[C:15]([CH:18]([CH2:23][CH2:24][CH2:25][CH2:26][CH3:27])[CH:19]=[C:20](Br)Br)[CH:16]=2)[C:11]([CH3:29])([CH3:28])[CH2:10][CH2:9]1)=[O:7])([CH3:4])([CH3:3])[CH3:2].C([Li])CCC>C1COCC1>[C:1]([O:5][C:6]([N:8]1[C:17]2[C:12](=[CH:13][CH:14]=[C:15]([CH:18]([CH2:23][CH2:24][CH2:25][CH2:26][CH3:27])[C:19]#[CH:20])[CH:16]=2)[C:11]([CH3:28])([CH3:29])[CH2:10][CH2:9]1)=[O:7])([CH3:4])([CH3:3])[CH3:2]. Procedure: A solution of 7-(3,3-dibromo-1-pentyl-allyl)-4,4-dimethyl-3,4-dihydro-2H-quinoline-1-carboxylic acid tert-butyl ester (0.08 g, 0.15 mmole) in 2 mL of THF at −78° C. was treated with 0.13 mL of 2.5M butyllithium. The reaction mixture was stirred at −78° C. for 1 hour, then at room temperature for 2 hours, quenched by the successive addition of 5 mL water and 5 mL of saturated aqueous ammonium chloride solution and extracted with three 25 mL portions of ether. The combined organic extracts were dr...